This data is from the Open Reaction Database (ORD), a public repository of structured organic reaction records. The task is: describe an organic reaction: reactants, conditions, products, and yield Isolated yield 169.1%. Reaction SMILES: [CH3:1][O:2][C:3]([C@H:5]1[CH2:10][CH2:9][C@H:8]([CH2:11][NH:12][CH2:13][CH2:14][C:15]2[CH:20]=[CH:19][CH:18]=[CH:17][C:16]=2[N+:21]([O-])=O)[CH2:7][CH2:6]1)=[O:4].CC(O)=O.[H][H]>CO.[Pd]>[CH3:1][O:2][C:3]([C@H:5]1[CH2:10][CH2:9][C@H:8]([CH2:11][NH:12][CH2:13][CH2:14][C:15]2[CH:20]=[CH:19][CH:18]=[CH:17][C:16]=2[NH2:21])[CH2:7][CH2:6]1)=[O:4]. Reactants: COC(=O)[C@@H]1CC[C@H](CC1)CNCCC1=C(C=CC=C1)[N+](=O)[O-] (trans-4-{[2-(2-Nitro-phenyl)-ethylamino]-methyl}-cyclohexanecarboxylic acid methyl ester), CC(=O)O (AcOH), [H][H] (hydrogen). Procedure details: A solution 0.01 M of trans-4-{[2-(2-Nitro-phenyl)-ethylamino]-methyl}-cyclohexanecarboxylic acid methyl ester (2 g, 6.25 mmol) in MeOH (625 mL) with ˜1% of glacial AcOH (6.25 mL) was submitted to continuous flow rate hydrogenation by H-Cube (ThalesNano®) using a 10% Pd/C cartridge (small type cartridge, full hydrogen mode, flowrate of 1 mL/min). Finally, the solvent was removed under reduced pressure to obtain the titles compound (3.07 g, quantitative yield). The reagents and catalysts are [Pd] (Pd/C). Product: COC(=O)[C@@H]1CC[C@H](CC1)CNCCC1=C(C=CC=C1)N (trans-4-{[2-(2-Amino-phenyl)-ethylamino]-methyl}-cyclohexanecarboxylic acid methyl ester). Solvent: CO (MeOH). As a reaction SMILES: [Br:1][c:2]1[cH:3][cH:4][c:5]([C:6](=[O:7])[N:8]([c:9]2[cH:10][cH:11][c:12]3[c:13]([cH:21]2)[O:14][C:15]([CH3:19])([CH3:20])[O:16][C:17]3=[O:18])[CH2:22][CH2:23][CH2:24][CH:25]2[CH2:26][CH2:27][CH2:28][CH2:29]2)[cH:30][cH:31]1.[CH3:65][CH2:66][O:67][CH2:68][CH3:69].[F:32][c:33]1[cH:34][cH:35][c:36]([C:39]#[CH:40])[cH:37][cH:38]1.[O:60]=[CH:61][N:62]([CH3:63])[CH3:64].[c:41]1([P:42]([c:43]2[cH:44][cH:45][cH:46][cH:47][cH:48]2)[c:49]2[cH:50][cH:51][cH:52][cH:53][cH:54]2)[cH:55][cH:56][cH:57][cH:58][cH:59]1>>[c:2]1([C:40]#[C:39][c:36]2[cH:35][cH:34][c:33]([F:32])[cH:38][cH:37]2)[cH:3][cH:4][c:5]([C:6](=[O:7])[N:8]([c:9]2[cH:10][cH:11][c:12]3[c:13]([cH:21]2)[O:14][C:15]([CH3:19])([CH3:20])[O:16][C:17]3=[O:18])[CH2:22][CH2:23][CH2:24][CH:25]2[CH2:26][CH2:27][CH2:28][CH2:29]2)[cH:30][cH:31]1. Reactants: CC1(C)OC(=O)c2ccc(N(CCCC3CCCC3)C(=O)c3ccc(Br)cc3)cc2O1, CCOCC, C#Cc1ccc(F)cc1, CN(C)C=O, c1ccc(P(c2ccccc2)c2ccccc2)cc1. The product is CC1(C)OC(=O)c2ccc(N(CCCC3CCCC3)C(=O)c3ccc(C#Cc4ccc(F)cc4)cc3)cc2O1. Reactants: C(C)O (ethanol), CC1=CC=C(CBr)C=C1 (p-methylbenzyl bromide), C([O-])([O-])=O.[Na+].[Na+] (sodium carbonate), Cl.NO (hydroxylamine hydrochloride). Run in CN(C=O)C (dimethylformamide). The product is crude product, CC1=CC=C(CN(O)CC2=CC=C(C=C2)C)C=C1 (N,N-Bis(p-methylbenzyl)hydroxylamine). As a reaction SMILES: C(=O)([O-])[O-].[Na+].[Na+].Cl.[NH2:8][OH:9].[CH3:10][C:11]1[CH:18]=[CH:17][C:14]([CH2:15]Br)=[CH:13][CH:12]=1.[CH2:19](O)[CH3:20]>CN(C)C=O>[CH3:10][C:11]1[CH:18]=[CH:17][C:14]([CH2:15][N:8]([CH2:10][C:11]2[CH:18]=[CH:17][C:19]([CH3:20])=[CH:13][CH:12]=2)[OH:9])=[CH:13][CH:12]=1 |f:0.1.2,3.4|. Procedure: The procedure of Example 1 is repeated using 10.6 g of sodium carbonate, 1.74 g of hydroxylamine hydrochloride and 9.25 g of p-methylbenzyl bromide in 50 ml of dimethylformamide. Trituration of the crude product with ethanol affords 3.3 g of the above-named hydroxylamine as a white solid, mp 107°-109° C. Reactants: Nc1nc(I)nc2c1nc(Br)n2C1OC(CO)C(O)C1O, CCCN, CO, ClCCl. Yields the product CCCNc1nc2c(N)nc(I)nc2n1C1OC(CO)C(O)C1O. RXN SMILES: [Br:1][c:2]1[n:3]([CH:4]2[CH:5]([OH:6])[CH:7]([OH:8])[CH:9]([CH2:10][OH:11])[O:12]2)[c:13]2[n:14][c:15]([I:21])[n:16][c:17]([NH2:20])[c:18]2[n:19]1.[CH3:22][CH2:23][CH2:24][NH2:25].[CH3:26][OH:27].[Cl:28][CH2:29][Cl:30]>>[c:2]1([NH:25][CH2:24][CH2:23][CH3:22])[n:3]([CH:4]2[CH:5]([OH:6])[CH:7]([OH:8])[CH:9]([CH2:10][OH:11])[O:12]2)[c:13]2[n:14][c:15]([I:21])[n:16][c:17]([NH2:20])[c:18]2[n:19]1. Reactants: C(C)(C)(C)OC([C@H](CNC(C1=CC=C(C=C1)OCCNC(=O)OC(C)(C)C)=O)NS(=O)(=O)C1=CC=CC=C1)=O (4-[2-(N-BOC-Amino)ethyloxy]benzoyl-2(S)-phenylsulfonylamino-β-alanine tert-butyl ester), Cl (HCl), O1CCOCC1 (dioxane). Reaction conditions: time 20 hour. The product is Cl.NCCOC1=CC=C(C(=O)NC[C@@H](C(=O)O)NS(=O)(=O)C2=CC=CC=C2)C=C1 (4-(2-Aminoethyloxy)benzoyl-2(S)-phenylsulfonylamino-β-alanine-HCl). Reaction SMILES: C([O:5][C:6](=[O:39])[C@@H:7]([NH:29][S:30]([C:33]1[CH:38]=[CH:37][CH:36]=[CH:35][CH:34]=1)(=[O:32])=[O:31])[CH2:8][NH:9][C:10](=[O:28])[C:11]1[CH:16]=[CH:15][C:14]([O:17][CH2:18][CH2:19][NH:20]C(OC(C)(C)C)=O)=[CH:13][CH:12]=1)(C)(C)C.O1CCOCC1.[ClH:46]>>[ClH:46].[NH2:20][CH2:19][CH2:18][O:17][C:14]1[CH:15]=[CH:16][C:11]([C:10]([NH:9][CH2:8][C@H:7]([NH:29][S:30]([C:33]2[CH:38]=[CH:37][CH:36]=[CH:35][CH:34]=2)(=[O:32])=[O:31])[C:6]([OH:39])=[O:5])=[O:28])=[CH:12][CH:13]=1 |f:3.4|. Reported procedure: A suspension of 2-3 (105 mg, 0.19 mmol) in 6N HCl (5 mL) was treated with dioxane (5 mL) to effect a homogeneous solution. After stirring for 20 h at ambient temperature, the solvents were evaporated and the resulting residue azeotroped with toluene to afford 12-1 as a colorless solid. Reactants: ClC1=NC(=NC(=C1)Cl)SC (4,6-dichloro-2-methylthiopyrimidine), C[Mg+].[Br-] (MeMgBr). Solvent: C1CCOC1 (THF). Reaction conditions: time 8 hour. Product: ClC1=NC(=NC(=C1)C)SC (4-chloro-6-methyl-2-methylthiopyrimidine). Yield: 74.4%. As a reaction SMILES: [Cl:1][C:2]1[CH:7]=[C:6](Cl)[N:5]=[C:4]([S:9][CH3:10])[N:3]=1.[CH3:11][Mg+].[Br-]>C1COCC1>[Cl:1][C:2]1[CH:7]=[C:6]([CH3:11])[N:5]=[C:4]([S:9][CH3:10])[N:3]=1 |f:1.2|. Reported procedure: According to Scheme 12, a solution of 4,6-dichloro-2-methylthiopyrimidine (1.95 g, 10 mmol) in 30 mL of dry THF was cooled to 0° C. and treated with a solution of MeMgBr (14 mL of 1.4 M solution, 19.6 mmol). After overnight stirring at RT, the reaction mixture was quenched with sat. NH4Cl. The organic layer washed with brine, dried and evaporated. The residue was purified by chromatography (silica gel, hexane:ethyl acetate, 9:1) to provide 1.3 g of 4-chloro-6-methyl-2-methylthiopyrimidine (95). The product is COC(=O)c1ncc(OC(C)=O)c2c1[nH]c1ccccc12. Reaction SMILES: [C:1](=[O:2])([O:3][CH3:4])[c:5]1[n:6][cH:7][c:8]([OH:18])[c:9]2[c:10]1[nH:11][c:12]1[cH:13][cH:14][cH:15][cH:16][c:17]21.[CH3:19][C:20](=[O:21])[O:22][C:23](=[O:24])[CH3:25].[cH:26]1[cH:27][cH:28][n:29][cH:30][cH:31]1>>[C:1](=[O:2])([O:3][CH3:4])[c:5]1[n:6][cH:7][c:8]([O:18][C:20]([CH3:19])=[O:21])[c:9]2[c:10]1[nH:11][c:12]1[cH:13][cH:14][cH:15][cH:16][c:17]21. Starting materials: COC(=O)c1ncc(O)c2c1[nH]c1ccccc12, CC(=O)OC(C)=O, c1ccncc1.